This data is from the Open Reaction Database (ORD), a public repository of structured organic reaction records. The task is: describe an organic reaction: reactants, conditions, products, and yield Reactants: CN(C)c1cccc2c(S(=O)(=O)Cl)cccc12, CC(C)C(=O)Nc1cccc(C2CCN(CCC(N)c3ccccc3)CC2)c1. Product: CC(C)C(=O)Nc1cccc(C2CCN(CCC(NS(=O)(=O)c3cccc4c(N(C)C)cccc34)c3ccccc3)CC2)c1. RXN SMILES: [CH3:1][N:2]([c:3]1[c:4]2[cH:5][cH:6][cH:7][c:8]([S:13](=[O:14])(=[O:15])[Cl:16])[c:9]2[cH:10][cH:11][cH:12]1)[CH3:17].[NH2:18][CH:19]([CH2:20][CH2:21][N:22]1[CH2:23][CH2:24][CH:25]([c:28]2[cH:29][c:30]([NH:34][C:35]([CH:36]([CH3:37])[CH3:38])=[O:39])[cH:31][cH:32][cH:33]2)[CH2:26][CH2:27]1)[c:40]1[cH:41][cH:42][cH:43][cH:44][cH:45]1>>[CH3:1][N:2]([c:3]1[c:4]2[cH:5][cH:6][cH:7][c:8]([S:13](=[O:14])(=[O:15])[NH:18][CH:19]([CH2:20][CH2:21][N:22]3[CH2:23][CH2:24][CH:25]([c:28]4[cH:29][c:30]([NH:34][C:35]([CH:36]([CH3:37])[CH3:38])=[O:39])[cH:31][cH:32][cH:33]4)[CH2:26][CH2:27]3)[c:40]3[cH:41][cH:42][cH:43][cH:44][cH:45]3)[c:9]2[cH:10][cH:11][cH:12]1)[CH3:17]. Reaction SMILES: [CH2:19]([CH:20]=[CH2:21])[I:22].[F:1][c:2]1[cH:3][c:4]2[c:5]([n:6][cH:7][c:8](=[O:10])[nH:9]2)[n:11][cH:12]1.[K+:13].[K+:14].[O-:15][C:16]([O-:17])=[O:18].[O:24]=[CH:25][N:26]([CH3:27])[CH3:28].[OH2:23]>>[F:1][c:2]1[cH:3][c:4]2[c:5]([n:6][cH:7][c:8](=[O:10])[n:9]2[CH2:21][CH:20]=[CH2:19])[n:11][cH:12]1. Reactants: C=CCI, O=c1cnc2ncc(F)cc2[nH]1, [K+], [K+], O=C([O-])[O-], CN(C)C=O, O. Yields the product C=CCn1c(=O)cnc2ncc(F)cc21. Starting materials: C(C)(=O)OC(C)=O (acetic anhydride), C(#N)CC(=O)O (cyanoacetic acid), C(C)(=O)OC(C)=O (acetic anhydride), ClC1=CC=C(CNC(=O)N)C=C1 (4-chlorobenzylurea). Solvent: C1(=CC=CC=C1)C (toluene). Reaction conditions: time 2 hour. Yields the product ClC1=CC=C(CNC(=O)NC(CC#N)=O)C=C1 (1-(4-Chlorobenzyl)-3-cyanoacetyl-urea). Yield: 85.9%. RXN SMILES: [C:1]([CH2:3][C:4]([OH:6])=O)#[N:2].C(OC(=O)C)(=O)C.[Cl:14][C:15]1[CH:25]=[CH:24][C:18]([CH2:19][NH:20][C:21]([NH2:23])=[O:22])=[CH:17][CH:16]=1>C1(C)C=CC=CC=1>[Cl:14][C:15]1[CH:25]=[CH:24][C:18]([CH2:19][NH:20][C:21]([NH:23][C:4](=[O:6])[CH2:3][C:1]#[N:2])=[O:22])=[CH:17][CH:16]=1. Procedure: 68.7 g of 98% cyanoacetic acid and 155 ml of acetic anhydride were kept at 65° C. for 30 minutes. 4-chlorobenzylurea (132.9 g) was added in portions over 10 minutes. After 2 hrs. at 70-75° C., further acetic anhydride (25 ml) was added. After a further 15 minutes, 90 ml of toluene was added, cooled to room temperature, the solid collected and washed with toluene to give the title compound (155.60 g) as a white solid mp 203-6° C. Starting materials: BrC=1C=C(C=CC1)C(CC)O (1-(3-bromophenyl)propanol), C1(CC1)C=1C(OC2=CC(=CC(=C2C1O)CC1=CC=CC=C1)OC)=O (3-cyclopropylphenylmethyl-4-hydroxy-7-methoxy coumarin), [Br-].[Li+] (lithium bromide), CS(=O)(=O)Cl (methanesulfonyl chloride). Run in C(Cl)Cl (methylene chloride), C(C)N(CC)CC (triethylamine), CC(=O)C (acetone), O (water). Reaction conditions: temperature 0 celsius, time 2 hour. The product is BrC(CC)C1=CC(=CC=C1)Br (1-Bromo-1-(3-bromophenyl)propane). Reaction SMILES: [Br:1][C:2]1[CH:3]=[C:4]([CH:8](O)[CH2:9][CH3:10])[CH:5]=[CH:6][CH:7]=1.C1(C2C(=O)OC3C(C=2O)=C(CC2C=CC=CC=2)C=C(OC)C=3)CC1.CS(Cl)(=O)=O.[Br-:41].[Li+]>C(Cl)Cl.O.CC(C)=O.C(N(CC)CC)C>[Br:41][CH:8]([C:4]1[CH:5]=[CH:6][CH:7]=[C:2]([Br:1])[CH:3]=1)[CH2:9][CH3:10] |f:3.4|. Reported procedure: To a flame-dried flask containing a solution of 1-(3-bromophenyl)propanol of Preparation 38 (3.50 g) and triethylamine (4.54 mL) in dry methylene chloride (18 mL) at 0° C. under nitrogen is added methanesulfonyl chloride (1.39 mL) over 1 min. The resulting mixture is stirred at 0° C. for 2 hrs, diluted with water (8 mL), and the layers are separated. The aqueous phase is extracted with methylene chloride (25 mL) and the combined organic phase is washed with saline (5 mL), dried over sodium sulfa... Starting materials: BrC=1C=CC=2N(C1)C(=NN2)C2=C(C=CC=C2)SCCO (2-{[2-(6-bromo[1,2,4]triazolo[4,3,a]pyridin-3-yl)phenyl]sulfanyl}ethanol), N1C=NC=C1 (imidazole), CN(C)C1=NC=CC=C1 (dimethylaminopyridine), Cl[Si](C(C)C)(C(C)C)C(C)C (Chlorotriisopropylsilane), resultant mixture. Solvent: CC1OCCC1 (2-methyltetrahydrofuran). Run at temperature 20 celsius, time 18 hour. Yields the product BrC=1C=CC=2N(C1)C(=NN2)C2=C(C=CC=C2)SCCO[Si](C(C)C)(C(C)C)C(C)C (6-bromo-3-(2-{[2-(triisopropylsiloxy)ethyl]sulfanyl}phenyl)[1,2,4]triazolo[4,3-a]pyridine). Isolated yield 85.2%. RXN SMILES: [Br:1][C:2]1[CH:3]=[CH:4][C:5]2[N:6]([C:8]([C:11]3[CH:16]=[CH:15][CH:14]=[CH:13][C:12]=3[S:17][CH2:18][CH2:19][OH:20])=[N:9][N:10]=2)[CH:7]=1.N1C=CN=C1.CN(C1C=CC=CN=1)C.Cl[Si:36]([CH:43]([CH3:45])[CH3:44])([CH:40]([CH3:42])[CH3:41])[CH:37]([CH3:39])[CH3:38]>CC1CCCO1>[Br:1][C:2]1[CH:3]=[CH:4][C:5]2[N:6]([C:8]([C:11]3[CH:16]=[CH:15][CH:14]=[CH:13][C:12]=3[S:17][CH2:18][CH2:19][O:20][Si:36]([CH:43]([CH3:45])[CH3:44])([CH:40]([CH3:42])[CH3:41])[CH:37]([CH3:39])[CH3:38])=[N:9][N:10]=2)[CH:7]=1. Procedure: To a slurry of alcohol of Example 6 (51.3 g, 0.146 moles) in 2-methyltetrahydrofuran (257 ml) was added imidazole (11.9 g, 0.175 moles) and dimethylaminopyridine (1.79 g, 0.015 moles). Chlorotriisopropylsilane (33.9 g, 0.175 moles) was added over 10 minutes and the resultant mixture heated at 50° C. for 18 hours. The reaction was cooled to 20° C. and washed with 1M hydrochloric acid solution (257 ml) and the aqueous extracted with 2-methyltetrahydrofuran (103 ml). The combined organics were wash... The reactants are ClC=1C=C(N)C=CC1OC1=CC=C(C=C1)Cl (3-chloro-4-(4-chlorophenoxy)aniline), C(C1=CC=CC=C1)OC[C@@H](C(=O)O)NC(=O)OC(C)(C)C ((S)-3-(benzyloxy)-2-(tert-butoxycarbonylamino)propanoic acid). Yields the product N[C@H](C(=O)NC1=CC(=C(C=C1)OC1=CC=C(C=C1)Cl)Cl)COCC1=CC=CC=C1 ((S)-2-amino-3-(benzyloxy)-N-(3-chloro-4-(4-chlorophenoxy)phenyl)propanamide). Yield: 89.0%. RXN SMILES: [Cl:1][C:2]1[CH:3]=[C:4]([CH:6]=[CH:7][C:8]=1[O:9][C:10]1[CH:15]=[CH:14][C:13]([Cl:16])=[CH:12][CH:11]=1)[NH2:5].[CH2:17]([O:24][CH2:25][C@H:26]([NH:30]C(OC(C)(C)C)=O)[C:27](O)=[O:28])[C:18]1[CH:23]=[CH:22][CH:21]=[CH:20][CH:19]=1>>[NH2:30][C@@H:26]([CH2:25][O:24][CH2:17][C:18]1[CH:23]=[CH:22][CH:21]=[CH:20][CH:19]=1)[C:27]([NH:5][C:4]1[CH:6]=[CH:7][C:8]([O:9][C:10]2[CH:15]=[CH:14][C:13]([Cl:16])=[CH:12][CH:11]=2)=[C:2]([Cl:1])[CH:3]=1)=[O:28]. Procedure details: Proceeding as in Reference 5, but substituting 3-chloro-4-(4-chlorophenoxy)aniline and (S)-3-(benzyloxy)-2-(tert-butoxycarbonylamino)propanoic acid, gave (S)-2-amino-3-(benzyloxy)-N-(3-chloro-4-(4-chlorophenoxy)phenyl)propanamide (80 mg, 89%). Procedure details: A solution of 21.1 g (84 mmol) of 3-carbomethoxy-4-(3-methoxyphenyl)-3-butenoic acid in 100 ml of acetic acid with 2.11 g of 10% Pd on carbon is shaken under H2 atmosphere until H2 uptake ceases (approximately 4 hours). This is filtered through celite and the filtrate concentrated in vacuo several times from toluene to afford 17.6 g of 3-carbomethoxy-4-(3-methoxyphenyl)butanoic acid in the form of a yellow oil which is used directly in the next step. The solvent is C(C)(=O)O (acetic acid). Product: C(=O)(OC)C(CC(=O)O)CC1=CC(=CC=C1)OC (3-carbomethoxy-4-(3-methoxyphenyl)butanoic acid). Reagents/catalysts: [Pd] (Pd on carbon). Yield: 83.1%. Starting materials: C(=O)(OC)C(CC(=O)O)=CC1=CC(=CC=C1)OC (3-carbomethoxy-4-(3-methoxyphenyl)-3-butenoic acid). RXN SMILES: [C:1]([C:5](=[CH:10][C:11]1[CH:16]=[CH:15][CH:14]=[C:13]([O:17][CH3:18])[CH:12]=1)[CH2:6][C:7]([OH:9])=[O:8])([O:3][CH3:4])=[O:2]>C(O)(=O)C.[Pd]>[C:1]([CH:5]([CH2:10][C:11]1[CH:16]=[CH:15][CH:14]=[C:13]([O:17][CH3:18])[CH:12]=1)[CH2:6][C:7]([OH:9])=[O:8])([O:3][CH3:4])=[O:2].